The task is: describe an organic reaction: reactants, conditions, products, and yield. This data is from the Open Reaction Database (ORD), a public repository of structured organic reaction records. Reactants: C(C1=CC=CC=C1)OC1=NN(C=C1C(O)C1CCCCC1)C1=CC=C(C=C1)OC(F)(F)F ({3-(benzyloxy)-1-[4-(trifluoromethoxy)phenyl]-1H-pyrazol-4-yl}(cyclohexyl)methanol), NC1=CC=C(C=C1)C(=O)NCCC(=O)OCC (ethyl 3-{[(4-aminophenyl)carbonyl]amino}propanoate). Yields the product C(C1=CC=CC=C1)OC1=NN(C=C1C(C1CCCCC1)NC1=CC=C(C=C1)C(=O)NCCC(=O)O)C1=CC=C(C=C1)OC(F)(F)F (3-{[(4-{[{3-(benzyloxy)-1-[4-(trifluoromethoxy)phenyl]-1H-pyrazol-4-yl}(cyclohexyl)methyl]amino}phenyl)carbonyl]amino}propanoic acid). The yield is 55.7%. As a reaction SMILES: [CH2:1]([O:8][C:9]1[C:13]([CH:14]([CH:16]2[CH2:21][CH2:20][CH2:19][CH2:18][CH2:17]2)O)=[CH:12][N:11]([C:22]2[CH:27]=[CH:26][C:25]([O:28][C:29]([F:32])([F:31])[F:30])=[CH:24][CH:23]=2)[N:10]=1)[C:2]1[CH:7]=[CH:6][CH:5]=[CH:4][CH:3]=1.[NH2:33][C:34]1[CH:39]=[CH:38][C:37]([C:40]([NH:42][CH2:43][CH2:44][C:45]([O:47]CC)=[O:46])=[O:41])=[CH:36][CH:35]=1>>[CH2:1]([O:8][C:9]1[C:13]([CH:14]([NH:33][C:34]2[CH:35]=[CH:36][C:37]([C:40]([NH:42][CH2:43][CH2:44][C:45]([OH:47])=[O:46])=[O:41])=[CH:38][CH:39]=2)[CH:16]2[CH2:17][CH2:18][CH2:19][CH2:20][CH2:21]2)=[CH:12][N:11]([C:22]2[CH:27]=[CH:26][C:25]([O:28][C:29]([F:31])([F:32])[F:30])=[CH:24][CH:23]=2)[N:10]=1)[C:2]1[CH:3]=[CH:4][CH:5]=[CH:6][CH:7]=1. Reported procedure: Using {3-(benzyloxy)-1-[4-(trifluoromethoxy)phenyl]-1H-pyrazol-4-yl}(cyclohexyl)methanol (0.50 g) synthesized above and ethyl 3-{[(4-aminophenyl)carbonyl]amino}propanoate (0.26 g) synthesized in Example 1(2) and in the same manner as in Example 1(7), the title object compound (0.39 g, 56%) was obtained as a white solid. The reactants are [BH4-].[Na+] (NaBH4), [BH4-].[Na+] (NaBH4), NC1=CC(=C(C=C1)C(C(C(F)(F)F)(O)C1=CC(=NC=C1)Cl)C)Cl (3-(4-Amino-2-chloro-phenyl)-2-(2-chloro-pyridin-4-yl)-1,1,1-trifluoro-butan-2-ol), C=O (paraformaldehyde), C[O-].[Na+] (NaOMe). Run in O (Water), CO (MeOH), CO (MeOH). Run at temperature 0 celsius, time 1.5 hour. Yields the product ClC1=C(C=CC(=C1)NC)C(C(C(F)(F)F)(O)C1=CC(=NC=C1)Cl)C (3-(2-Chloro-4-methylamino-phenyl)-2-(2-chloro-pyridin-4-yl)-1,1,1-trifluoro-butan-2-ol). The yield is 36.6%. Reaction SMILES: [NH2:1][C:2]1[CH:7]=[CH:6][C:5]([CH:8]([CH3:22])[C:9]([C:15]2[CH:20]=[CH:19][N:18]=[C:17]([Cl:21])[CH:16]=2)([OH:14])[C:10]([F:13])([F:12])[F:11])=[C:4]([Cl:23])[CH:3]=1.[CH2:24]=O.C[O-].[Na+].[BH4-].[Na+]>CO.O>[Cl:23][C:4]1[CH:3]=[C:2]([NH:1][CH3:24])[CH:7]=[CH:6][C:5]=1[CH:8]([CH3:22])[C:9]([C:15]1[CH:20]=[CH:19][N:18]=[C:17]([Cl:21])[CH:16]=1)([OH:14])[C:10]([F:11])([F:12])[F:13] |f:2.3,4.5|. Reported procedure: A solution of 3-(4-amino-2-chloro-phenyl)-2-(2-chloro-pyridin-4-yl)-1,1,1-trifluoro-butan-2-ol (Example 68 step 4, 50 mg) in MeOH (14 ml) and paraformaldehyde (21 mg) was added to a suspension of NaOMe (44 mg) in MeOH (1 ml). The mixture was heated for 2 h under reflux and then cooled to 0° C. NaBH4 (29 mg) was added and the mixture was stirred for 1.5 h at room temperature. Additional NaBH4 (78 mg) was added and the mixture heated 30 min under reflux. Water (30 ml) was added and extracted with ...